This data is from the Open Reaction Database (ORD), a public repository of structured organic reaction records. The task is: describe an organic reaction: reactants, conditions, products, and yield Reactants: C1=C(C=CC2=CC=CC=C12)O (2-naphthol), [H-].[Na+] (NaH), C(=O)([O-])[O-].[Cs+].[Cs+] (Cs2CO3), BrC(C(=O)N)(C)C (2-bromo-2-methyl-propanamide), [H-].[Na+] (NaH). Run in O1CCOCC1 (dioxane), CN1CCCN(C1=O)C (DMPU), CN1CCCC1=O (NMP). Conditions: time 30 minute. Product: C1=C(C=CC2=CC=CC=C12)NC(C(C)(C)O)=O (N-(2-naphthyl)-2-hydroxy-2-methylpropionamide). Yield: 71.6%. RXN SMILES: [CH:1]1[C:10]2[C:5](=[CH:6][CH:7]=[CH:8][CH:9]=2)[CH:4]=[CH:3][C:2]=1O.[H-].[Na+].C([O-])([O-])=[O:15].[Cs+].[Cs+].Br[C:21]([CH3:26])([CH3:25])[C:22]([NH2:24])=[O:23]>O1CCOCC1.CN1C(=O)N(C)CCC1.CN1C(=O)CCC1>[CH:1]1[C:10]2[C:5](=[CH:6][CH:7]=[CH:8][CH:9]=2)[CH:4]=[CH:3][C:2]=1[NH:24][C:22](=[O:23])[C:21]([OH:15])([CH3:26])[CH3:25] |f:1.2,3.4.5|. Procedure details: To a solution of 2-naphthol (533 mg, 3.70 mmol) in dioxane (20 mL) was added NaH (Aldrich, dry, 300 mg, 12.2 mmol) and Cs2CO3 (4.00 g, 12.2 mmol). The resulting mixture was stirred at room temperature for about 30 minutes, then 2-bromo-2-methyl-propanamide (2.03 g, 12.2 mmol) was added and the resulting mixture was stirred at reflux for 16 h. After the reflux period, NMP (20 mL), DMPU (2 mL), and NaH (Aldrich, dry, 100 mg, 4.07 mmol) were added. The resulting mixture was stirred at 150° C. for 7... The reactants are Cl (hydrogen chloride), solution, CN(C1=CN=NC=C1)CCO (2-(N-methyl-N-(pyridazin-4-yl)amino)ethanol), N(=NC(=O)OCC)C(=O)OCC (Diethyl azodicarboxylate), ClC1=CC(=C(NC2=NC=NC3=CC(=C(C=C23)OC)O)C=C1)F (4-(4-chloro-2-fluoroanilino)-7-hydroxy-6-methoxyquinazoline), C1(=CC=CC=C1)P(C1=CC=CC=C1)C1=CC=CC=C1 (triphenylphosphine). Solvent: C(Cl)Cl.CO (methylene chloride methanol), C(Cl)Cl (methylene chloride). Run at time 2 hour. Yields the product Cl.ClC1=CC(=C(NC2=NC=NC3=CC(=C(C=C23)OC)OCCN(C2=CN=NC=C2)C)C=C1)F (4-(4-chloro-2-fluoroanilino)-6-methoxy-7-(2-(N-methyl-N-(pyridazin-4-yl)amino)ethoxy)quinazoline hydrochloride). The yield is 111.9%. Reaction SMILES: N(C(OCC)=O)=NC(OCC)=O.[Cl:13][C:14]1[CH:33]=[CH:32][C:17]([NH:18][C:19]2[C:28]3[C:23](=[CH:24][C:25]([OH:31])=[C:26]([O:29][CH3:30])[CH:27]=3)[N:22]=[CH:21][N:20]=2)=[C:16]([F:34])[CH:15]=1.C1(P(C2C=CC=CC=2)C2C=CC=CC=2)C=CC=CC=1.[CH3:54][N:55]([CH2:62][CH2:63]O)[C:56]1[CH:61]=[CH:60][N:59]=[N:58][CH:57]=1.Cl>C(Cl)Cl.C(Cl)Cl.CO>[ClH:13].[Cl:13][C:14]1[CH:33]=[CH:32][C:17]([NH:18][C:19]2[C:28]3[C:23](=[CH:24][C:25]([O:31][CH2:63][CH2:62][N:55]([CH3:54])[C:56]4[CH:61]=[CH:60][N:59]=[N:58][CH:57]=4)=[C:26]([O:29][CH3:30])[CH:27]=3)[N:22]=[CH:21][N:20]=2)=[C:16]([F:34])[CH:15]=1 |f:6.7,8.9|. Reported procedure: Diethyl azodicarboxylate (209 mg, 1.2 mmol) was added dropwise to a suspension of 4-(4-chloro-2-fluoroanilino)-7-hydroxy-6-methoxyquinazoline (128 mg, 0.4 mmol), (prepared as described for the starting material in Example 24), triphenylphosphine (314 mg, 1.2 mmol) and 2-(N-methyl-N-(pyridazin-4-yl)amino)ethanol (80 mg, 0.52 mmol) in methylene chloride (5 ml) and the mixture stirred for 2 hours at ambient temperature. The solvent was removed by evaporation, the residue was triturated with ether a... Reactants: 180, C=CC1=CC=CC=C1 (styrene), C(C(=C)C)(=O)OCCCC (n-butyl methacrylate), 2,2-azobis(2,4-dimethylvaleronitrile), C(C(=C)C)(=O)OCCO (hydroxyethyl methacrylate), C(C(=C)C)(=O)OC (methyl methacrylate), C(C(=C)C)(=O)OCC (ethyl methacrylate), N-n-butoxyethyl methacrylate. The solvent is C(C)(C)O (isopropyl alcohol). Run at time 5 hour. Product: CCCCC(CC)COC(=O)C=C.CCCCOC(=O)C=C (Acrylic Copolymer Resin). Reaction SMILES: [C:1]([O:6][CH3:7])(=[O:5])[C:2](C)=[CH2:3].C(OCC)(=O)C(C)=C.[C:16]([O:21][CH2:22][CH2:23][CH2:24][CH3:25])(=[O:20])[C:17](C)=[CH2:18].[CH2:26]=[CH:27][C:28]1C=[CH:32][CH:31]=[CH:30][CH:29]=1.C(OCCO)(=O)C(C)=C>C(O)(C)C>[CH3:26][CH2:27][CH2:28][CH2:29][CH:30]([CH2:7][O:6][C:1]([CH:2]=[CH2:3])=[O:5])[CH2:31][CH3:32].[CH3:25][CH2:24][CH2:23][CH2:22][O:21][C:16]([CH:17]=[CH2:18])=[O:20] |f:6.7|. Reported procedure: 180 parts of isopropyl alcohol were put in an one-liter four-necked flask equipped with a thermometer, a stirrer, a condenser and a dropping funnel. After nitrogen replacement, the interior temperature of the flask was regulated to about 85° C. Afterwards, a monomer mixture consisting of 180 parts of methyl methacrylate, 15 parts of ethyl methacrylate, 30 parts of n-butyl methacrylate, 30 parts of styrene, 30 parts of N-n-butoxyethyl methacrylate and 15 parts of hydroxyethyl methacrylate were ad...